From a dataset of the Open Reaction Database (ORD), a public repository of structured organic reaction records. describe an organic reaction: reactants, conditions, products, and yield Reactants: C1CCOC1, Cc1ccc(S(=O)(=O)Cl)cc1, C[Si](C)(C)[N-][Si](C)(C)C, CN1CC=C(c2c[nH]c3c(F)cc(F)cc23)CC1, [Na+]. The product is Cc1ccc(S(=O)(=O)n2cc(C3=CCN(C)CC3)c3cc(F)cc(F)c32)cc1. Reaction SMILES: [CH2:40]1[O:41][CH2:42][CH2:43][CH2:44]1.[CH3:19][c:20]1[cH:21][cH:22][c:23]([S:26](=[O:27])(=[O:28])[Cl:29])[cH:24][cH:25]1.[CH3:31][Si:32]([N-:33][Si:34]([CH3:35])([CH3:36])[CH3:37])([CH3:38])[CH3:39].[F:1][c:2]1[cH:3][c:4]2[c:5]([C:12]3=[CH:17][CH2:16][N:15]([CH3:18])[CH2:14][CH2:13]3)[cH:6][nH:7][c:8]2[c:9]([F:11])[cH:10]1.[Na+:30]>>[F:1][c:2]1[cH:3][c:4]2[c:5]([C:12]3=[CH:17][CH2:16][N:15]([CH3:18])[CH2:14][CH2:13]3)[cH:6][n:7]([S:26]([c:23]3[cH:22][cH:21][c:20]([CH3:19])[cH:25][cH:24]3)(=[O:27])=[O:28])[c:8]2[c:9]([F:11])[cH:10]1. The reactants are NC1=C(C(=NO1)C)Br (5-amino-4-bromo-3-methylisoxazole), ClC1=CC=C(C=C1)S(=O)(=O)Cl (4-chlorobenzenesulfonyl chloride). Yields the product ClC1=CC=C(C=C1)S(=O)(=O)NC1=C(C(=NO1)C)Br (4-Chloro-N-(4-bromo-3-methyl-5-isoxazolyl)benzenesulfonamide). The yield is 93.0%. Reaction SMILES: [NH2:1][C:2]1[O:6][N:5]=[C:4]([CH3:7])[C:3]=1[Br:8].[Cl:9][C:10]1[CH:15]=[CH:14][C:13]([S:16](Cl)(=[O:18])=[O:17])=[CH:12][CH:11]=1>>[Cl:9][C:10]1[CH:15]=[CH:14][C:13]([S:16]([NH:1][C:2]2[O:6][N:5]=[C:4]([CH3:7])[C:3]=2[Br:8])(=[O:18])=[O:17])=[CH:12][CH:11]=1. Procedure: 4-Chloro-N-(4-bromo-3-methyl-5-isoxazolyl)benzenesulfonamide was prepared from 5-amino-4-bromo-3-methylisoxazole and 4-chlorobenzenesulfonyl chloride according to the procedures described in Example 25b. The crude product was purified by recrystallization from ethyl acetate/hexanes to give a yellow powder, m.p. 145-150° C., yield 93%. Starting materials: C(C)N1CCOCC1 (4-ethylmorpholine), C[Al](C)C (trimethylaluminum). Product: C[Al](C)C.C(C)N1CCOCC1 (4-ethylmorpholine trimethylaluminum). The yield is 87.8%. RXN SMILES: [CH2:1]([N:3]1[CH2:8][CH2:7][O:6][CH2:5][CH2:4]1)[CH3:2].[CH3:9][Al:10]([CH3:12])[CH3:11]>>[CH3:9][Al:10]([CH3:12])[CH3:11].[CH2:1]([N:3]1[CH2:8][CH2:7][O:6][CH2:5][CH2:4]1)[CH3:2] |f:2.3|. Reported procedure: The procedure according to Example 1, 253 g (2.2 mol) of 4-ethylmorpholine was added dropwise to 144 g (2 mol) of trimethylaluminum under nitrogen gas flow with stirring. The resulting mixture was stirred for 6 hours at room temperature for reaction completion, and then the mixture was dried under vacuum at 65° C. and distilled under vacuum at 90° C. to give 329 g of the colorless 4-ethylmorpholine trimethylaluminum having high purity.